From a dataset of the Open Reaction Database (ORD), a public repository of structured organic reaction records. describe an organic reaction: reactants, conditions, products, and yield The reactants are CCO, Cc1c(O)cccc1[N+](=O)[O-]. The product is Cc1c(N)cccc1O. As a reaction SMILES: [CH3:12][CH2:13][OH:14].[CH3:1][c:2]1[c:3]([OH:11])[cH:4][cH:5][cH:6][c:7]1[N+:8]([O-:9])=[O:10]>>[CH3:1][c:2]1[c:3]([OH:11])[cH:4][cH:5][cH:6][c:7]1[NH2:8]. The reactants are CN1C(CCNC2=C1C=CC=C2)=O (1-Methyl-2-oxo-2,3,4,5-tetrahydro-1H-1,5-benzodiazepine), [H-].[Al+3].[Li+].[H-].[H-].[H-] (lithium aluminium hydride). RXN SMILES: [CH3:1][N:2]1[C:8]2[CH:9]=[CH:10][CH:11]=[CH:12][C:7]=2[NH:6][CH2:5][CH2:4][C:3]1=O.[H-].[Al+3].[Li+].[H-].[H-].[H-]>>[CH3:1][N:2]1[C:8]2[CH:9]=[CH:10][CH:11]=[CH:12][C:7]=2[NH:6][CH2:5][CH2:4][CH2:3]1 |f:1.2.3.4.5.6|. Procedure: 1-Methyl-2-oxo-2,3,4,5-tetrahydro-1H-1,5-benzodiazepine from Example 18A (1.7 g, 9.65 mmol) was reduced with lithium aluminium hydride according to the procedure in Example 15A; yield 1.34 g (86%). The product is CN1CCCNC2=C1C=CC=C2 (1-Methyl-2,3,4,5-tetrahydro-1H-1,5-benzodiazepine).